Dataset: the Open Reaction Database (ORD), a public repository of structured organic reaction records. Task: describe an organic reaction: reactants, conditions, products, and yield Starting materials: FC=1C=C2C=C(NC2=CC1)C (5-fluoro-2-methyl-1H-indole), [OH-].[Na+] (NaOH), CO.C(Cl)Cl (MeOH methylene chloride), ice water, O=P(Cl)(Cl)Cl (POCl3). Run in CN(C)C=O (DMF), CN(C)C=O (DMF). Reaction conditions: time 5 minute. The product is FC=1C=C2C(=C(NC2=CC1)C)C=O (5-fluoro-2-methyl-1H-indole-3-carbaldehyde). The yield is 55.0%. RXN SMILES: O=P(Cl)(Cl)Cl.[F:6][C:7]1[CH:8]=[C:9]2[C:13](=[CH:14][CH:15]=1)[NH:12][C:11]([CH3:16])=[CH:10]2.[OH-:17].[Na+].[CH3:19]O.C(Cl)Cl>CN(C=O)C>[F:6][C:7]1[CH:8]=[C:9]2[C:13](=[CH:14][CH:15]=1)[NH:12][C:11]([CH3:16])=[C:10]2[CH:19]=[O:17] |f:2.3,4.5|. Procedure details: Dry DMF (0.6 mL) was added slowly to POCl3 (0.9 mL) at room temperature under nitrogen atmosphere, and the mixture stirred for 5 minutes. 5-fluoro-2-methyl-1H-indole (149 mg, 1.0 mmol) was dissolved in 5 mL dry DMF and added slowly to the rapidly stirring mixture to keep the temperature below 35° C. After stirring for 2 h at room temperature, the reaction mixture was poured into 30 mL ice water. The aqueous layer was basified (30 mL 1.0 N NaOH) and extracted into methylene chloride. The organic ...